This data is from the Open Reaction Database (ORD), a public repository of structured organic reaction records. The task is: describe an organic reaction: reactants, conditions, products, and yield The reactants are O=C(OOC(=O)c1ccccc1)c1ccccc1, Cc1ccc2ocnc2c1, ClC(Cl)(Cl)Cl, O=C1CCC(=O)N1Br. Yields the product BrCc1ccc2ocnc2c1. RXN SMILES: [C:19]([O:20][O:21][C:22](=[O:23])[c:24]1[cH:25][cH:26][cH:27][cH:28][cH:29]1)(=[O:30])[c:31]1[cH:32][cH:33][cH:34][cH:35][cH:36]1.[CH3:1][c:2]1[cH:3][cH:4][c:5]2[c:6]([n:7][cH:8][o:9]2)[cH:10]1.[Cl:37][C:38]([Cl:39])([Cl:40])[Cl:41].[O:11]=[C:12]1[N:13]([Br:18])[C:14](=[O:15])[CH2:16][CH2:17]1>>[CH2:1]([c:2]1[cH:3][cH:4][c:5]2[c:6]([n:7][cH:8][o:9]2)[cH:10]1)[Br:18].